This data is from the Open Reaction Database (ORD), a public repository of structured organic reaction records. The task is: describe an organic reaction: reactants, conditions, products, and yield Starting materials: [I-].[Na+] (sodium iodide), ClC1=CC=CC=C1 (chlorobenzene). Conditions: time 20 hour. Product: C1(=CC=CC=C1)C1=CC=CC=C1 (biphenyl). Yield: 23.0%. Reaction SMILES: [I-].[Na+].Cl[C:4]1[CH:9]=[CH:8][CH:7]=[CH:6][CH:5]=1>>[C:4]1([C:4]2[CH:9]=[CH:8][CH:7]=[CH:6][CH:5]=2)[CH:9]=[CH:8][CH:7]=[CH:6][CH:5]=1 |f:0.1|. Procedure details: The procedure described in Example 13 was used except that the sodium iodide was omitted from the catalyst mixture, and the reaction time was 20 hours. Gas chromatograph analysis revealed that all of the chlorobenzene had been consumed to produce 77% benzene and 23% biphenyl. The reactants are BrC=1C=CC(=NC1)[C@@H]1[C@H](C(N1C1=CC=CC=C1)=O)CC[C@H](O)C1=CC=C(C=C1)F ((3R,4S)-4-(5-Bromopyridin-2-yl)-3-[(3S)-3-(4-fluorophenyl)-3-hydroxypropyl]-1-phenylazetidin-2-one), OC=1C=C(C=CC1)B(O)O (3-hydroxyphenyl boronic acid). The product is FC1=CC=C(C=C1)[C@H](CC[C@H]1C(N([C@@H]1C1=NC=C(C=C1)C1=CC(=CC=C1)O)C1=CC=CC=C1)=O)O ((3R,4S)-3-[(3S)-3-(4-fluorophenyl)-3-hydroxypropyl]-4-[5-(3-hydroxyphenyl)pyridin-2-yl]-1-phenylazetidin-2-one). Yield: 86.6%. As a reaction SMILES: Br[C:2]1[CH:3]=[CH:4][C:5]([C@H:8]2[N:11]([C:12]3[CH:17]=[CH:16][CH:15]=[CH:14][CH:13]=3)[C:10](=[O:18])[C@@H:9]2[CH2:19][CH2:20][C@@H:21]([C:23]2[CH:28]=[CH:27][C:26]([F:29])=[CH:25][CH:24]=2)[OH:22])=[N:6][CH:7]=1.[OH:30][C:31]1[CH:32]=[C:33](B(O)O)[CH:34]=[CH:35][CH:36]=1>>[F:29][C:26]1[CH:27]=[CH:28][C:23]([C@@H:21]([OH:22])[CH2:20][CH2:19][C@@H:9]2[C@@H:8]([C:5]3[CH:4]=[CH:3][C:2]([C:35]4[CH:34]=[CH:33][CH:32]=[C:31]([OH:30])[CH:36]=4)=[CH:7][N:6]=3)[N:11]([C:12]3[CH:17]=[CH:16][CH:15]=[CH:14][CH:13]=3)[C:10]2=[O:18])=[CH:24][CH:25]=1. Reported procedure: (3R,4S)-4-(5-Bromopyridin-2-yl)-3-[(3S)-3-(4-fluorophenyl)-3-hydroxypropyl]-1-phenylazetidin-2-one (23 mg, 0.051 mmol) was coupled with 3-hydroxyphenyl boronic acid (9.2 mg, 0.067 mmol) under standard Suzuki conditions illustrated by Example 42. Purification by chromatography (4 g silica gel, 15% to 100% ethyl acetate-hexane) afforded (3R,4S)-3-[(3S)-3-(4-fluorophenyl)-3-hydroxypropyl]-4-[5-(3-hydroxyphenyl)pyridin-2-yl]-1-phenylazetidin-2-one (20.7 mg, 87% yield) as a clear film; Rf 0.14 (1:1 e... The reactants are CCN=C=NCCCN(C)C, CN(C)c1ccncc1, ClCCl, Cl, O=C(O)CN1CCC(c2ccccc2)(c2ccccc2)C1=O, c1ccc(C2(c3ccccc3)CCCNC2)cc1. Product: O=C(CN1CCC(c2ccccc2)(c2ccccc2)C1=O)N1CCCC(c2ccccc2)(c2ccccc2)C1. As a reaction SMILES: [CH2:42]([N:43]=[C:44]=[N:45][CH2:46][CH2:47][CH2:48][N:49]([CH3:50])[CH3:51])[CH3:52].[CH3:56][N:57]([CH3:58])[c:59]1[cH:60][cH:61][n:62][cH:63][cH:64]1.[Cl:53][CH2:54][Cl:55].[ClH:41].[O:19]=[C:20]1[N:21]([CH2:37][C:38](=[O:39])[OH:40])[CH2:22][CH2:23][C:24]1([c:25]1[cH:26][cH:27][cH:28][cH:29][cH:30]1)[c:31]1[cH:32][cH:33][cH:34][cH:35][cH:36]1.[c:1]1([C:7]2([c:13]3[cH:14][cH:15][cH:16][cH:17][cH:18]3)[CH2:8][NH:9][CH2:10][CH2:11][CH2:12]2)[cH:2][cH:3][cH:4][cH:5][cH:6]1>>[c:1]1([C:7]2([c:13]3[cH:14][cH:15][cH:16][cH:17][cH:18]3)[CH2:8][N:9]([C:38]([CH2:37][N:21]3[C:20](=[O:19])[C:24]([c:25]4[cH:26][cH:27][cH:28][cH:29][cH:30]4)([c:31]4[cH:32][cH:33][cH:34][cH:35][cH:36]4)[CH2:23][CH2:22]3)=[O:39])[CH2:10][CH2:11][CH2:12]2)[cH:2][cH:3][cH:4][cH:5][cH:6]1. Reactants: C(Cl)Cl (methylene chloride), [N-]=[N+]=[N-].[Na+] (Sodium azide), CS(=O)(=O)OCCC=1C(=NC=CC1)[N+](=O)[O-] (3-(2-methansulfonyloxyethyl)-2-nitropyridine), C([O-])(O)=O.[Na+] (sodium bicarbonate). The solvent is CS(=O)C (dimethyl sulfoxide). Run at temperature 50 celsius, time 8 hour. Yields the product N(=[N+]=[N-])CCC=1C(=NC=CC1)[N+](=O)[O-] (3-(2-Azidoethyl)-2-nitropyridine). Yield: 55.3%. Reaction SMILES: [N-:1]=[N+:2]=[N-:3].[Na+].CS(O[CH2:10][CH2:11][C:12]1[C:13]([N+:18]([O-:20])=[O:19])=[N:14][CH:15]=[CH:16][CH:17]=1)(=O)=O.C(=O)(O)[O-].[Na+].C(Cl)Cl>CS(C)=O>[N:1]([CH2:10][CH2:11][C:12]1[C:13]([N+:18]([O-:20])=[O:19])=[N:14][CH:15]=[CH:16][CH:17]=1)=[N+:2]=[N-:3] |f:0.1,3.4|. Reported procedure: Sodium azide (1.16 g, 17.8 mmol) was added to a solution of 3-(2-methansulfonyloxyethyl)-2-nitropyridine (0.44 g, 1.78 mmol) in dimethyl sulfoxide (5 mL), then stirred overnight at 50° C. The reaction was cooled and worked up with saturated sodium bicarbonate and methylene chloride. The organic phase was dried over sodium sulfate. This material was chromatographed (silica gel, 0-50% ethyl acetate in hexane, gradient elution) to produce the title compound (0.190 g) as a yellow oil. MS 194 (M+1). Starting materials: solid, CC(C)(C)[O-].[Na+] (NaOt-Bu), C(C)(C)(C)OC(=O)N1C[C@@H]2[C@@H](N(C=3C(=CC(=CC23)Br)C(F)(F)F)C)CC1 ((4aS,9bR)-8-bromo-5-methyl-6-trifluoromethyl-1,3,4,4a,5,9b-hexahydro-pyrido[4,3-b]indole-2-carboxylic acid tert-butyl ester), NC=1C=CC(=NC1)OC (5-amino-2-methoxy-pyridine). Product: COC1=CC=C(C=N1)NC1=CC=2[C@H]3[C@@H](N(C2C(=C1)C(F)(F)F)C)CCNC3 ((4aS,9bR)-(6-methoxy-pyridin-3-yl)-(5-methyl-6-trifluoromethyl-2,3,4,4a,5,9b-hexahydro-1H-pyrido[4,3-b]indol-8-yl)-amine). Reaction SMILES: C(OC([N:8]1[CH2:26][CH2:25][C@@H:11]2[N:12]([CH3:24])[C:13]3[C:14]([C:20]([F:23])([F:22])[F:21])=[CH:15][C:16](Br)=[CH:17][C:18]=3[C@@H:10]2[CH2:9]1)=O)(C)(C)C.[NH2:27][C:28]1[CH:29]=[CH:30][C:31]([O:34][CH3:35])=[N:32][CH:33]=1.CC([O-])(C)C.[Na+]>>[CH3:35][O:34][C:31]1[N:32]=[CH:33][C:28]([NH:27][C:16]2[CH:15]=[C:14]([C:20]([F:22])([F:23])[F:21])[C:13]3[N:12]([CH3:24])[C@H:11]4[CH2:25][CH2:26][NH:8][CH2:9][C@H:10]4[C:18]=3[CH:17]=2)=[CH:29][CH:30]=1 |f:2.3|. Procedure: The title compound was prepared by following the general Method A as a yellow solid (85 mg, 45%) from (4aS,9bR)-8-bromo-5-methyl-6-trifluoromethyl-1,3,4,4a,5,9b-hexahydro-pyrido[4,3-b]indole-2-carboxylic acid tert-butyl ester (Example 45, 217 mg, 0.5 mmol), 5-amino-2-methoxy-pyridine (186 mg, 1.5 mmol) and NaOt-Bu (144 mg, 1.5 mmol). MS (ESI): 379 (base, M+H). The reactants are N1C(=O)NC(=O)NC1=O (isocyanuric acid), [OH-].[Na+] (caustic soda), N1=C(N)N=C(N)N=C1N (melamine). Run at temperature 135 celsius. The product is C1(=NC(=NC(=N1)N)N)N.C1(=O)NC(=O)NC(=O)N1 (melamine cyanurate). Reaction SMILES: [NH:1]1[C:8](=[O:9])[NH:7][C:5](=[O:6])[NH:4][C:2]1=[O:3].[OH-].[Na+].[N:12]1[C:19]([NH2:20])=[N:18][C:16]([NH2:17])=[N:15][C:13]=1[NH2:14]>>[C:13]1([NH2:14])[N:15]=[C:16]([NH2:17])[N:18]=[C:19]([NH2:20])[N:12]=1.[C:2]1([NH:4][C:5](=[O:6])[NH:7][C:8](=[O:9])[NH:1]1)=[O:3] |f:1.2,4.5|. Reported procedure: Steam was applied to the jacket, the agitator was actuated at low speed, and the mixture was heated to 135° C. The isocyanuric acid was solubulized by the caustic soda into a thin opaque fluid. While maintaining agitation and a temperature of 135° C., melamine powder amounting to 22 pounds, having a mean particle size of 25 microns, was added through the top addition port. The opaque fluid became very white in color and thickened as the chemical reaction to form the very insoluble melamine cyanu... Starting materials: ClC1=C(C(=C2N=C(C(=NC2=C1)OC)OC)NS(=O)(=O)C)C (N-(7-chloro-2,3-dimethoxy-6-methylquinoxalin-5-yl)methanesulphonamide), C([O-])([O-])=O.[K+].[K+] (potassium carbonate), BrCC(=O)OC (Methyl bromoacetate). The solvent is CC(=O)C (acetone). The product is ClC1=C(C(=C2N=C(C(=NC2=C1)OC)OC)N(S(=O)(=O)C)CC(=O)OC)C (N-(7-chloro-2,3-dimethoxy-6-methylquinoxalin-5-yl)-N-(methoxycarbonylmethyl)methanesulphonamide). Isolated yield 48.2%. As a reaction SMILES: [Cl:1][C:2]1[CH:11]=[C:10]2[C:5]([N:6]=[C:7]([O:14][CH3:15])[C:8]([O:12][CH3:13])=[N:9]2)=[C:4]([NH:16][S:17]([CH3:20])(=[O:19])=[O:18])[C:3]=1[CH3:21].C(=O)([O-])[O-].[K+].[K+].Br[CH2:29][C:30]([O:32][CH3:33])=[O:31]>CC(C)=O>[Cl:1][C:2]1[CH:11]=[C:10]2[C:5]([N:6]=[C:7]([O:14][CH3:15])[C:8]([O:12][CH3:13])=[N:9]2)=[C:4]([N:16]([CH2:29][C:30]([O:32][CH3:33])=[O:31])[S:17]([CH3:20])(=[O:19])=[O:18])[C:3]=1[CH3:21] |f:1.2.3|. Procedure details: A mixture of N-(7-chloro-2,3-dimethoxy-6-methylquinoxalin-5-yl)methanesulphonamide (694 mg, 2.09 mmol), potassium carbonate (347 mg, 2.51 mmol) and acetone (21 ml) was heated at reflux for 10 minutes and was then allowed to cool to room temperature. Methyl bromoacetate (396 μl, 640 mg, 4.19 mmol) was added and the mixture was heated at reflux for 18 hours. The mixture was allowed to cool to room temperature and was concentrated under reduced pressure. The residue was dissolved in dichloromethane... Starting materials: [Na] (sodium), BrC1=C(C2=C(SC(=C2C)Br)S1)C (2,5-dibromo-3,4-dimethylthieno[2,3-b]thiophene), B([O-])[O-].C(CCCCC)C=1C=CSC1.[Na+].[Na+] (sodium 4-hexylthiophene boronate), tetrakis(triphenyl-phosphine)palladium(0). The solvent is COCCOC (DME), C(C)OCC (diethyl ether). Product: C(CCCCC)C=1C=C(SC1)C1=C(C2=C(SC(=C2C)C=2SC=C(C2)CCCCCC)S1)C (2,5-Bis(4-hexylthiophen-2-yl)-3,4-dimethylthieno[2,3-b]thiophene). Reaction SMILES: Br[C:2]1[S:11][C:5]2[S:6][C:7](Br)=[C:8]([CH3:9])[C:4]=2[C:3]=1[CH3:12].B([O-])[O-].[CH2:16]([C:22]1[CH:23]=[CH:24][S:25][CH:26]=1)[CH2:17][CH2:18][CH2:19][CH2:20][CH3:21].[Na+].[Na+].[Na]>COCCOC.C(OCC)C>[CH2:16]([C:22]1[CH:23]=[C:24]([C:2]2[S:11][C:5]3[S:6][C:7]([C:24]4[S:25][CH:26]=[C:22]([CH2:16][CH2:17][CH2:18][CH2:19][CH2:20][CH3:21])[CH:23]=4)=[C:8]([CH3:9])[C:4]=3[C:3]=2[CH3:12])[S:25][CH:26]=1)[CH2:17][CH2:18][CH2:19][CH2:20][CH3:21] |f:1.2.3.4,^1:28|. Procedure details: To a solution of 2,5-dibromo-3,4-dimethylthieno[2,3-b]thiophene (3.02 g, 9.28 mmol) and sodium 4-hexylthiophene boronate (5.14 g, 20.4 mmol) in degassed DME (200 ml) was added tetrakis(triphenyl-phosphine)palladium(0) (0.5 g, 5 mol %). The solution was heated to reflux and a saturated solution of sodium hyodrogen carbonate (4.2 g, 49 mmol) was added slowly. The reaction was refluxed for 16 h, cooled and diluted with diethyl ether. The layers were separated and the organics washed with 5% HCl, br... The reactants are CC(C)c1noc(N2CCC(COc3ccc(Br)nc3)CC2)n1, O=C([O-])[O-], COCCOC, [Na+], [Na+], O=S(=O)(NCCO)c1ccc(B(O)O)cc1, c1ccc(P(c2ccccc2)(c2ccccc2)[Pd](P(c2ccccc2)(c2ccccc2)c2ccccc2)(P(c2ccccc2)(c2ccccc2)c2ccccc2)P(c2ccccc2)(c2ccccc2)c2ccccc2)cc1. The product is CC(C)c1noc(N2CCC(COc3ccc(-c4ccc(S(=O)(=O)NCCO)cc4)nc3)CC2)n1. RXN SMILES: [Br:17][c:18]1[n:19][cH:20][c:21]([O:24][CH2:25][CH:26]2[CH2:27][CH2:28][N:29]([c:32]3[n:33][c:34]([CH:37]([CH3:38])[CH3:39])[n:35][o:36]3)[CH2:30][CH2:31]2)[cH:22][cH:23]1.[C:40](=[O:41])([O-:42])[O-:43].[CH3:123][O:124][CH2:125][CH2:126][O:127][CH3:128].[Na+:44].[Na+:45].[OH:1][CH2:2][CH2:3][NH:4][S:5](=[O:6])(=[O:7])[c:8]1[cH:9][cH:10][c:11]([B:14]([OH:15])[OH:16])[cH:12][cH:13]1.[cH:46]1[cH:47][cH:48][c:49]([P:50]([Pd:51]([P:52]([c:53]2[cH:54][cH:55][cH:56][cH:57][cH:58]2)([c:59]2[cH:60][cH:61][cH:62][cH:63][cH:64]2)[c:65]2[cH:66][cH:67][cH:68][cH:69][cH:70]2)([P:71]([c:72]2[cH:73][cH:74][cH:75][cH:76][cH:77]2)([c:78]2[cH:79][cH:80][cH:81][cH:82][cH:83]2)[c:84]2[cH:85][cH:86][cH:87][cH:88][cH:89]2)[P:90]([c:91]2[cH:92][cH:93][cH:94][cH:95][cH:96]2)([c:97]2[cH:98][cH:99][cH:100][cH:101][cH:102]2)[c:103]2[cH:104][cH:105][cH:106][cH:107][cH:108]2)([c:109]2[cH:110][cH:111][cH:112][cH:113][cH:114]2)[c:115]2[cH:116][cH:117][cH:118][cH:119][cH:120]2)[cH:121][cH:122]1>>[OH:1][CH2:2][CH2:3][NH:4][S:5](=[O:6])(=[O:7])[c:8]1[cH:9][cH:10][c:11](-[c:18]2[n:19][cH:20][c:21]([O:24][CH2:25][CH:26]3[CH2:27][CH2:28][N:29]([c:32]4[n:33][c:34]([CH:37]([CH3:38])[CH3:39])[n:35][o:36]4)[CH2:30][CH2:31]3)[cH:22][cH:23]2)[cH:12][cH:13]1. Reactants: C(#C)C=1N=C2N(N=CC=C2N2CCOCC2)C1C1=CC=C(C(=O)OC(C)(C)C)C=C1 (tert-Butyl 4-(2-ethynyl-8-morpholinoimidazo[1,2-b]pyridazin-3-yl)benzoate), BrC1=NC2=CC=CC=C2C=C1 (2-bromoquinoline), CN(C)C=O (DMF), CCN(C(C)C)C(C)C (DIEA). The reagents and catalysts are [Cu]I (CuI), Cl[Pd]([P](C1=CC=CC=C1)(C2=CC=CC=C2)C3=CC=CC=C3)([P](C4=CC=CC=C4)(C5=CC=CC=C5)C6=CC=CC=C6)Cl (dichlorobis(triphenylphosphine)palladium(II)). Solvent: O (water). Reaction conditions: time 1 hour. Yields the product O1CCN(CC1)C=1C=2N(N=CC1)C(=C(N2)C#CC2=NC1=CC=CC=C1C=C2)C2=CC=C(C(=O)OC(C)(C)C)C=C2 (tert-butyl 4-(8-morpholino-2-(quinolin-2-ylethynyl)imidazo[1,2-b]pyridazin-3-yl)benzoate). RXN SMILES: [C:1]([C:3]1[N:4]=[C:5]2[C:10]([N:11]3[CH2:16][CH2:15][O:14][CH2:13][CH2:12]3)=[CH:9][CH:8]=[N:7][N:6]2[C:17]=1[C:18]1[CH:30]=[CH:29][C:21]([C:22]([O:24][C:25]([CH3:28])([CH3:27])[CH3:26])=[O:23])=[CH:20][CH:19]=1)#[CH:2].Br[C:32]1[CH:41]=[CH:40][C:39]2[C:34](=[CH:35][CH:36]=[CH:37][CH:38]=2)[N:33]=1.CN(C=O)C.CCN(C(C)C)C(C)C>[Cu]I.Cl[Pd](Cl)([P](C1C=CC=CC=1)(C1C=CC=CC=1)C1C=CC=CC=1)[P](C1C=CC=CC=1)(C1C=CC=CC=1)C1C=CC=CC=1.O>[O:14]1[CH2:15][CH2:16][N:11]([C:10]2[C:5]3[N:6]([C:17]([C:18]4[CH:30]=[CH:29][C:21]([C:22]([O:24][C:25]([CH3:26])([CH3:27])[CH3:28])=[O:23])=[CH:20][CH:19]=4)=[C:3]([C:1]#[C:2][C:32]4[CH:41]=[CH:40][C:39]5[C:34](=[CH:35][CH:36]=[CH:37][CH:38]=5)[N:33]=4)[N:4]=3)[N:7]=[CH:8][CH:9]=2)[CH2:12][CH2:13]1 |^1:60,79|. Procedure details: A mixture of compound 17a (0.23 g, 0.57 mmol) and 2-bromoquinoline (1.0 g, 4.8 mmol) in a vial was evacuated and back flushed with Argon. Dry DMF (5 mL) and DIEA (0.99 mL, 5.7 mmol) were added via syringe and the mixture was deoxygenated by bubbling Argon gas through the stirred solution for 5 min. To the mixture were added CuI (5.4 mg, 0.028 mmol) and dichlorobis(triphenylphosphine)palladium(II) (40 mg, 0.057 mmol). The resulting mixture was stirred at rt for 1 h, and was poured into water (50 ...